From a dataset of the Open Reaction Database (ORD), a public repository of structured organic reaction records. describe an organic reaction: reactants, conditions, products, and yield Reported procedure: To a suspension of sodium hydride (4.4 g) in N,N-dimethylformamide (100 ml) was added 5-ethyl-2-trifluoroacetylamino-1,3,4-thiadiazole (24 g) in three portions on ice. After stirring at the same temperature for 30 minutes, to the resulting mixture was added 4-bromobenzyl bromide (25 g), followed by stirring at room temperature for one hour. To the reaction mixture, ethyl acetate (500 ml) was added. The resulting mixture was washed successively with 10% aqueous citric acid solution and water and ... Starting materials: C(C)(C)OC(C)C (diisopropyl ether), [H-].[Na+] (sodium hydride), BrC1=CC=C(CBr)C=C1 (4-bromobenzyl bromide), C(C)C1=NN=C(S1)NC(C(F)(F)F)=O (5-ethyl-2-trifluoroacetylamino-1,3,4-thiadiazole). Product: C(C)C1=NN(C(S1)=NC(C(F)(F)F)=O)CC1=CC=C(C=C1)Br (5-ethyl-2-trifluoroacetylimino-3-(4-bromobenzyl)-1,3,4-thiadiazoline). The yield is 62.9%. Reaction SMILES: [H-].[Na+].[CH2:3]([C:5]1[S:9][C:8]([NH:10][C:11](=[O:16])[C:12]([F:15])([F:14])[F:13])=[N:7][N:6]=1)[CH3:4].[Br:17][C:18]1[CH:25]=[CH:24][C:21]([CH2:22]Br)=[CH:20][CH:19]=1.C(OC(C)C)(C)C>CN(C)C=O.CCCCCC.C(OCC)(=O)C>[CH2:3]([C:5]1[S:9][C:8](=[N:10][C:11](=[O:16])[C:12]([F:14])([F:15])[F:13])[N:7]([CH2:22][C:21]2[CH:24]=[CH:25][C:18]([Br:17])=[CH:19][CH:20]=2)[N:6]=1)[CH3:4] |f:0.1|. Run at time 30 minute. Solvent: CCCCCC (n-hexane), C(C)(=O)OCC (ethyl acetate), CN(C=O)C (N,N-dimethylformamide). The reactants are COC(=O)C1=C(C(=O)Cl)C=C(C=C1)[N+](=O)[O-] (Methoxy-carbonyl-5-nitrobenzoyl chloride), CNC(CO)(CO)CO (N-methyl-tris(hydroxymethyl)-methylamine), C([O-])([O-])=O.[K+].[K+] (potassium carbonate), CN(C=O)C (dimethylformamide). Product: CN(C(C=1C=C(C(=O)OC)C=C(C1)[N+](=O)[O-])=O)C(CO)(CO)CO (N-methyl-5-nitro-N-[tris(hydroxymethyl)methyl]isophthalamic acid, methyl ester). As a reaction SMILES: COC([C:5]1[CH:13]=[CH:12][C:11]([N+:14]([O-:16])=[O:15])=[CH:10][C:6]=1[C:7](Cl)=[O:8])=O.[CH3:17][NH:18][C:19]([CH2:24][OH:25])([CH2:22][OH:23])[CH2:20][OH:21].[C:26](=[O:29])([O-])[O-:27].[K+].[K+].[CH3:32]N(C)C=O>>[CH3:17][N:18]([C:19]([CH2:24][OH:25])([CH2:22][OH:23])[CH2:20][OH:21])[C:7](=[O:8])[C:6]1[CH:5]=[C:13]([CH:12]=[C:11]([N+:14]([O-:16])=[O:15])[CH:10]=1)[C:26]([O:27][CH3:32])=[O:29] |f:2.3.4|. Procedure: Methoxy-carbonyl-5-nitrobenzoyl chloride [G. B. Hoey, et al., J. Med. Chem., 6, 24 (1963)] is added to a cold stirred slurry of N-methyl-tris(hydroxymethyl)-methylamine and potassium carbonate in dimethylformamide to form a solution of N-methyl-5-nitro-N-[tris(hydroxymethyl)methyl]isophthalamic acid, methyl ester. Reactants: COc1cccc(C2CCCN2)c1, CCOC(C)=O, ClCCl, Cl, [H-], [Na+], O, ClCc1ccncc1. Product: COc1cccc(C2CCCN2Cc2ccncc2)c1. Reaction SMILES: [CH3:1][O:2][c:3]1[cH:4][c:5]([CH:9]2[NH:10][CH2:11][CH2:12][CH2:13]2)[cH:6][cH:7][cH:8]1.[CH3:29][CH2:30][O:31][C:32](=[O:33])[CH3:34].[Cl:25][CH2:26][Cl:27].[ClH:16].[H-:14].[Na+:15].[OH2:28].[cH:17]1[cH:18][c:19]([CH2:23][Cl:24])[cH:20][cH:21][n:22]1>>[CH3:1][O:2][c:3]1[cH:4][c:5]([CH:9]2[N:10]([CH2:23][c:19]3[cH:18][cH:17][n:22][cH:21][cH:20]3)[CH2:11][CH2:12][CH2:13]2)[cH:6][cH:7][cH:8]1. Reactants: CCOC(=O)CCCBr, CC(C)Oc1ccc(-c2nc(-c3ccc4c(c3)CNCCO4)no2)cc1C#N, CC#N, CCOC(C)=O, CCN(C(C)C)C(C)C, Cl. The product is CCOC(=O)CCCN1CCOc2ccc(-c3noc(-c4ccc(OC(C)C)c(C#N)c4)n3)cc2C1. RXN SMILES: [Br:39][CH2:40][CH2:41][CH2:42][C:43](=[O:44])[O:45][CH2:46][CH3:47].[CH3:2][CH:3]([CH3:4])[O:5][c:6]1[c:7]([C:8]#[N:9])[cH:10][c:11](-[c:14]2[n:15][c:16](-[c:19]3[cH:20][cH:21][c:22]4[c:23]([cH:29]3)[CH2:24][NH:25][CH2:26][CH2:27][O:28]4)[n:17][o:18]2)[cH:12][cH:13]1.[CH3:48][C:49]#[N:50].[CH3:51][CH2:52][O:53][C:54]([CH3:55])=[O:56].[CH:30]([N:31]([CH2:32][CH3:33])[CH:34]([CH3:35])[CH3:36])([CH3:37])[CH3:38].[ClH:1]>>[CH3:2][CH:3]([CH3:4])[O:5][c:6]1[c:7]([C:8]#[N:9])[cH:10][c:11](-[c:14]2[n:15][c:16](-[c:19]3[cH:20][cH:21][c:22]4[c:23]([cH:29]3)[CH2:24][N:25]([CH2:40][CH2:41][CH2:42][C:43](=[O:44])[O:45][CH2:46][CH3:47])[CH2:26][CH2:27][O:28]4)[n:17][o:18]2)[cH:12][cH:13]1. Reactants: FC1=C(C=CC=C1)NC(NC1=CC=C(C=C1)C=1C=C2CN(C(C2=CC1)=O)[C@H](C(=O)O)C(C)C)=S ((S)-2-(5-(4-(3-(2-Fluorophenyl)thioureido)phenyl)-1-oxoisoindolin-2-yl)-3-methylbutanoic acid), COC=1C=C(C=CC1)NC(NC1=CC=C(C=C1)C=1C=C2CN(C(C2=CC1)=O)[C@H](C(=O)OC)C(C)C)=S ((S)-Methyl 2-(5-(4-(3-(3-methoxyphenyl)thioureido)phenyl)-1-oxoisoindolin-2-yl)-3-methylbutanoate). The product is COC=1C=C(C=CC1)NC(NC1=CC=C(C=C1)C=1C=C2CN(C(C2=CC1)=O)[C@H](C(=O)O)C(C)C)=S ((S)-2-(5-(4-(3-(3-Methoxyphenyl)thioureido)phenyl)-1-oxoisoindolin-2-yl)-3-methyl butanoic acid). Isolated yield 82.0%. As a reaction SMILES: FC1C=CC=CC=1NC(=S)NC1C=CC(C2C=C3C(=CC=2)C(=O)N([C@@H](C(C)C)C(O)=O)C3)=CC=1.[CH3:35][O:36][C:37]1[CH:38]=[C:39]([NH:43][C:44](=[S:70])[NH:45][C:46]2[CH:51]=[CH:50][C:49]([C:52]3[CH:53]=[C:54]4[C:58](=[CH:59][CH:60]=3)[C:57](=[O:61])[N:56]([C@@H:62]([CH:67]([CH3:69])[CH3:68])[C:63]([O:65]C)=[O:64])[CH2:55]4)=[CH:48][CH:47]=2)[CH:40]=[CH:41][CH:42]=1>>[CH3:35][O:36][C:37]1[CH:38]=[C:39]([NH:43][C:44](=[S:70])[NH:45][C:46]2[CH:47]=[CH:48][C:49]([C:52]3[CH:53]=[C:54]4[C:58](=[CH:59][CH:60]=3)[C:57](=[O:61])[N:56]([C@@H:62]([CH:67]([CH3:68])[CH3:69])[C:63]([OH:65])=[O:64])[CH2:55]4)=[CH:50][CH:51]=2)[CH:40]=[CH:41][CH:42]=1. Reported procedure: The compound of example 263 was prepared analogous to compound of example 257 by hydrolysis of compound of example 262. Reactants: C(OCC)(OCC)OCC (Triethyl orthoformate), C(#N)[BH3-].[Na+] (sodium cyanoborohydride), C(C)(C)(C)C1=CC=C(N)C=C1 (4-tert-butylaniline), [Cl-].[Na+] (sodium chloride), COC(CCNC(C1=CC=C(C=C1)C=O)=O)=O (3-(4-formylbenzoylamino)propionic acid methyl ester). Solvent: C(C)(=O)O (acetic acid), CN(C)C=O (DMF). Run at time 16 hour. Product: COC(CCNC(C1=CC=C(C=C1)CNC1=CC=C(C=C1)C(C)(C)C)=O)=O (3-{4-[(4-tert-butylphenylamino)methyl]benzoylamino}propionic acid methyl ester). Isolated yield 27.8%. Reaction SMILES: [CH3:1][O:2][C:3](=[O:17])[CH2:4][CH2:5][NH:6][C:7](=[O:16])[C:8]1[CH:13]=[CH:12][C:11]([CH:14]=O)=[CH:10][CH:9]=1.C(OCC)(OCC)OCC.C([BH3-])#N.[Na+].[C:32]([C:36]1[CH:42]=[CH:41][C:39]([NH2:40])=[CH:38][CH:37]=1)([CH3:35])([CH3:34])[CH3:33].[Cl-].[Na+]>CN(C=O)C.C(O)(=O)C>[CH3:1][O:2][C:3](=[O:17])[CH2:4][CH2:5][NH:6][C:7](=[O:16])[C:8]1[CH:13]=[CH:12][C:11]([CH2:14][NH:40][C:39]2[CH:41]=[CH:42][C:36]([C:32]([CH3:35])([CH3:34])[CH3:33])=[CH:37][CH:38]=2)=[CH:10][CH:9]=1 |f:2.3,5.6|. Procedure details: The above 3-(4-formylbenzoylamino)propionic acid methyl ester (2.0 g, 8.5 mmol) was dissolved in DMF (20 mL). Triethyl orthoformate (10 mL), glacial acetic acid (1 mL), sodium cyanoborohydride (0.81 g, 12.8 mmol) and 4-tert-butylaniline 1.27 g, 8.5 mmol) were added and the resulting mixture was stirred at room temperature for 16 hours. The mixture was added saturated aqueous sodium chloride (100 mL) and the mixture was extracted with ethyl acetate (3×100 mL). The combined organic extracts were w... Starting materials: C(=O)([O-])[O-].[K+].[K+] (K2CO3), O1COC2=C1C=CC(=C2)C=CC(=O)C2=C(C=CC(=C2)OCCC)Br (3-(1,3-Benzodioxol-5-yl)-1-(2-bromo-5-propoxyphenyl)-2-propen-1-one). Reagents/catalysts: Cl[Pd]Cl (PdCl2), C1=CC=C(C=C1)P(C2=CC=CC=C2)C3=CC=CC=C3 (PPh3). Run in CN(C)C=O (DMF). Run at temperature 110 celsius, time 1 hour. Yields the product O1COC2=C1C=CC(=C2)C2=CC(C1=CC(=CC=C21)OCCC)=O (3-(1,3-Benzodioxol-5-yl) -6-propoxy-1H-inden-1-one). Yield: 72.3%. Reaction SMILES: C([O-])([O-])=O.[K+].[K+].[O:7]1[C:11]2[CH:12]=[CH:13][C:14]([CH:16]=[CH:17][C:18]([C:20]3[CH:25]=[C:24]([O:26][CH2:27][CH2:28][CH3:29])[CH:23]=[CH:22][C:21]=3Br)=[O:19])=[CH:15][C:10]=2[O:9][CH2:8]1>Cl[Pd]Cl.C1C=CC(P(C2C=CC=CC=2)C2C=CC=CC=2)=CC=1.CN(C=O)C>[O:7]1[C:11]2[CH:12]=[CH:13][C:14]([C:16]3[C:21]4[C:20](=[CH:25][C:24]([O:26][CH2:27][CH2:28][CH3:29])=[CH:23][CH:22]=4)[C:18](=[O:19])[CH:17]=3)=[CH:15][C:10]=2[O:9][CH2:8]1 |f:0.1.2|. Procedure: A 1 L three-necked flask equipped with mechanical stirrer was charged with DMF (1.5 L), PPh3 (3.6 g, 13.7 mmol), K2CO3 (67.5 g, 0.489 mol), PdCl2 (0.855 g, 4.82 mmol) and 3-(1,3-Benzodioxol-5-yl)-1-(2-bromo-5-propoxyphenyl)-2-propen-1-one (75 g, 0.193 mol). Upon purging the solution with nitrogen, heat the mixture at 110 ° C. for 0.5 h, cool to 40° C.,concentrate to ½ volume (57° C., 40 mm Hg), and add H2O (750 ml) and stir the reaction mixture at room temperature for 1 h. Filter the precipitate...